Dataset: the Open Reaction Database (ORD), a public repository of structured organic reaction records. Task: describe an organic reaction: reactants, conditions, products, and yield Reported procedure: To a suspension of 3,3-difluoroazetidine hydrochloric acid (0.947 g, 7.31 mmol) in 20 mL dichloromethane at 0° C. was added N-ethyl-N-isopropylpropan-2-amine (2.80 mL, 16.1 mmol) followed by the addition of a solution of 3-bromo-4-fluorobenzene-1-sulfonyl chloride (2.0 g, 7.3 mmol) in 4 mL dichloromethane. The mixture was stirred at room temperature overnight and then heated at 55° C. for 5 hours, diluted with dichloromethane, washed with water, dried over anhydrous magnesium sulfate, and filter... The product is BrC=1C=C(C=CC1F)S(=O)(=O)N1CC(C1)(F)F (1-((3-bromo-4-fluorophenyl)sulfonyl)-3,3-difluoroazetidine). The solvent is ClCCl (dichloromethane), ClCCl (dichloromethane), ClCCl (dichloromethane). Isolated yield 62.2%. Reactants: BrC=1C=C(C=CC1F)S(=O)(=O)Cl (3-bromo-4-fluorobenzene-1-sulfonyl chloride), C(C)N(C(C)C)C(C)C (N-ethyl-N-isopropylpropan-2-amine), Cl.FC1(CNC1)F (3,3-difluoroazetidine hydrochloric acid). As a reaction SMILES: Cl.[F:2][C:3]1([F:7])[CH2:6][NH:5][CH2:4]1.C(N(C(C)C)C(C)C)C.[Br:17][C:18]1[CH:19]=[C:20]([S:25](Cl)(=[O:27])=[O:26])[CH:21]=[CH:22][C:23]=1[F:24]>ClCCl>[Br:17][C:18]1[CH:19]=[C:20]([S:25]([N:5]2[CH2:6][C:3]([F:7])([F:2])[CH2:4]2)(=[O:26])=[O:27])[CH:21]=[CH:22][C:23]=1[F:24] |f:0.1|. Reaction conditions: time 8 hour. Starting materials: CCOC(=O)c1c(C)nsc1NC(=O)Oc1ccccc1, CCN, CCO, O. Yields the product CCNC(=O)Nc1snc(C)c1C(=O)OCC. RXN SMILES: [CH2:4]([CH3:5])[O:6][C:7](=[O:8])[c:9]1[c:10]([CH3:24])[n:11][s:12][c:13]1[NH:14][C:15](=[O:16])[O:17][c:18]1[cH:19][cH:20][cH:21][cH:22][cH:23]1.[CH3:1][CH2:2][NH2:3].[CH3:26][CH2:27][OH:28].[OH2:25]>>[CH3:1][CH2:2][NH:3][C:15]([NH:14][c:13]1[c:9]([C:7]([O:6][CH2:4][CH3:5])=[O:8])[c:10]([CH3:24])[n:11][s:12]1)=[O:16]. The reactants are C(C)(C)N1CCC(CC1)C(=N)NO (1-isopropyl-N-hydroxypiperidine-4-carboxamidine), C(C)C1=CC=C(C(=O)Cl)C=C1 (4-ethylbenzoyl chloride). The product is Cl.C(C)(C)N1CCC(CC1)C1=NOC(=N1)C1=CC=C(C=C1)CC (1-Isopropyl-4-[5-(4-ethylphenyl)[1,2,4]oxadiazol-3-yl]piperidine, hydrochloride). As a reaction SMILES: [CH:1]([N:4]1[CH2:9][CH2:8][CH:7]([C:10]([NH:12][OH:13])=[NH:11])[CH2:6][CH2:5]1)([CH3:3])[CH3:2].[CH2:14]([C:16]1[CH:24]=[CH:23][C:19]([C:20]([Cl:22])=O)=[CH:18][CH:17]=1)[CH3:15]>>[ClH:22].[CH:1]([N:4]1[CH2:9][CH2:8][CH:7]([C:10]2[N:11]=[C:20]([C:19]3[CH:23]=[CH:24][C:16]([CH2:14][CH3:15])=[CH:17][CH:18]=3)[O:13][N:12]=2)[CH2:6][CH2:5]1)([CH3:3])[CH3:2] |f:2.3|. Reported procedure: The title compound was prepared by a similar procedure to that described in Example 56, starting from 1-isopropyl-N-hydroxypiperidine-4-carboxamidine and 4-ethylbenzoyl chloride. Reactants: C1(=CC=CC=C1)C1(CCCC1)C1=CN=NN1C1CCC=2N(C3=CC=CC=C3C2CC(=O)O)C1 ({7-[5-(1-Phenyl-cyclopentyl)-[1,2,3]triazol-1-yl]-6,7,8,9-tetrahydropyrido[1,2-α]indol-10-yl}-acetic acid), [N-]=[N+]=[N-] (azide), 10.3, FC1=CC=C(C=C1)CC#C (1-fluoro-4-prop-2-yn-1-ylbenzene), FC1=CC=C(CCl)C=C1 (4-fluorobenzyl chloride), C(#C)[Si](C)(C)C (ethynyltrimethylsilane). Product: FC1=CC=C(CC2=CN=NN2[C@@H]2CCC=3N(C4=CC=CC=C4C3CC(=O)O)C2)C=C1 ({(R)-7-[5-(4-Fluoro-benzyl)-[1,2,3]triazol-1-yl]-6,7,8,9-tetrahydropyrido[1,2-α]indol-10-yl}-acetic acid). RXN SMILES: [C:1]1([C:7]2([C:12]3[N:16]([CH:17]4[CH2:33][N:21]5[C:22]6[C:27]([C:28]([CH2:29][C:30]([OH:32])=[O:31])=[C:20]5[CH2:19][CH2:18]4)=[CH:26][CH:25]=[CH:24][CH:23]=6)[N:15]=[N:14][CH:13]=3)CCCC2)[CH:6]=[CH:5][CH:4]=[CH:3][CH:2]=1.[F:34]C1C=CC(CC#C)=CC=1.FC1C=CC(CCl)=CC=1.C([Si](C)(C)C)#C.[N-]=[N+]=[N-]>>[F:34][C:4]1[CH:5]=[CH:6][C:1]([CH2:7][C:12]2[N:16]([C@H:17]3[CH2:33][N:21]4[C:22]5[C:27]([C:28]([CH2:29][C:30]([OH:32])=[O:31])=[C:20]4[CH2:19][CH2:18]3)=[CH:26][CH:25]=[CH:24][CH:23]=5)[N:15]=[N:14][CH:13]=2)=[CH:2][CH:3]=1. Procedure details: The title compound was prepared using enantiomerically pure propyl (7-azido-6,7,8,9-tetrahydropyrido[1,2-α]indol-10-yl)acetate from EXAMPLE 6 and 1-fluoro-4-prop-2-yn-1-ylbenzene prepared from 4-fluorobenzyl chloride and ethynyltrimethylsilane described in EXAMPLE 8 EXAMPLE 28.1 and 28.2 were prepared from the chiral azide with the retention time of 10.3 and 11.5 min respectively from EXAMPLE 6. MS (+ESI) m/z: 405.1. Reactants: BrC1=C(C=C(C=C1)Br)[N+](=O)[O-] (2,5-Dibromonitrobenzene), C1(=CC=CC=C1)NC(C)=O (N-phenylacetamide). Product: BrC1=CC2=C(N(C(=N2)C)C2=CC=CC=C2)C=C1 (5-Bromo-2-methyl-1-phenyl-1H-benzoimidazole). Yield: 60.6%. As a reaction SMILES: Br[C:2]1[CH:7]=[CH:6][C:5]([Br:8])=[CH:4][C:3]=1[N+:9]([O-])=O.[C:12]1([NH:18][C:19](=O)[CH3:20])[CH:17]=[CH:16][CH:15]=[CH:14][CH:13]=1>>[Br:8][C:5]1[CH:6]=[CH:7][C:2]2[N:18]([C:12]3[CH:17]=[CH:16][CH:15]=[CH:14][CH:13]=3)[C:19]([CH3:20])=[N:9][C:3]=2[CH:4]=1. Procedure: The title compound was prepared with the analogous procedure described in example 1 using 2,5-Dibromonitrobenzene (140 mg, 0.5 mmol) and N-phenylacetamide (81 mg, 0.6 mmol) as starting materials to yield the title compound as a yellow solid (87 mg, 61%). 1H NMR (DMSO) δ 2.52 (s, 3 H), 7.18 (d, J=8.8 Hz, 1 H), 7.43 (d, J=8.8 Hz, 1 H), 7.58-7.68 (m, 5 H), 7.98 (br s, 1 H); 13C NMR δ 13.5, 112.5, 115.5, 119.5, 126.4, 126.9, 129.6, 130.1, 134.0, 139.0, 154.2, 156.8. Starting materials: [Li]CCCC (n-BuLi), C(C)I (ethyl iodide), C1=CC=CC=2SC3=CC=CC=C3NC12 (phenothiazine), [Li]C(C)(C)C (t-BuLi). Run in C1CCOC1 (THF), C1CCOC1 (THF), C1CCOC1 (THF). Yields the product C(C)C1=CC=CC=2SC3=CC=CC=C3NC12 (1-Ethylphenothiazine). Reaction SMILES: [CH:1]1[C:14]2[NH:13][C:12]3[C:7](=[CH:8][CH:9]=[CH:10][CH:11]=3)[S:6][C:5]=2[CH:4]=[CH:3][CH:2]=1.[Li][CH2:16][CH2:17]CC.[Li]C(C)(C)C.C(I)C>C1COCC1>[CH2:16]([C:11]1[C:12]2[NH:13][C:14]3[C:5](=[CH:4][CH:3]=[CH:2][CH:1]=3)[S:6][C:7]=2[CH:8]=[CH:9][CH:10]=1)[CH3:17]. Procedure details: This compound was prepared according to a procedure by A. R. Katritzky et al., Synthesis, 1988, 215-217. To a solution of phenothiazine (10.0 g, 50.18 mmol) in anhydrous THF (200 mL) and cooled to −78° C. was added a solution of n-BuLi (24.1 mL, 60.2 mmol, 2.5 M in hexanes) dropwise. The mixture is stirred until a yellow precipitate forms and then allowed to warm to room temperature, until a clear yellow solution results. the solution is again cooled to −78° C. and CO2 gas is bubbled through the... Reactants: CC(C)[N-]C(C)C, [Cl-], CC(=O)C(F)(F)F, [Li+], O=[N+]([O-])c1ccc2scnc2c1, [NH4+], C1CCOC1. The product is CC(O)(c1nc2cc([N+](=O)[O-])ccc2s1)C(F)(F)F. RXN SMILES: [CH:13]([N-:14][CH:15]([CH3:16])[CH3:17])([CH3:18])[CH3:19].[Cl-:28].[F:21][C:22]([C:23]([CH3:24])=[O:25])([F:26])[F:27].[Li+:20].[N+:1](=[O:2])([O-:3])[c:4]1[cH:5][cH:6][c:7]2[c:8]([n:9][cH:10][s:11]2)[cH:12]1.[NH4+:29].[O:30]1[CH2:31][CH2:32][CH2:33][CH2:34]1>>[N+:1](=[O:2])([O-:3])[c:4]1[cH:5][cH:6][c:7]2[c:8]([n:9][c:10]([C:23]([C:22]([F:21])([F:26])[F:27])([CH3:24])[OH:25])[s:11]2)[cH:12]1.